Dataset: the Open Reaction Database (ORD), a public repository of structured organic reaction records. Task: describe an organic reaction: reactants, conditions, products, and yield Starting materials: [OH-].[Na+] (NaOH), C(CC#N)#N (malononitrile), C(C(O)CC#N)#N (malonitrile), [OH-].[Na+] (NaOH), Cl.COC1=CC=C(C=C1)C(C(C)N)=O (4′-methoxy-2-aminopropiophenone hydrochloride). The solvent is O (water), C(C)O (ethanol), O (water). The product is NC=1NC(=C(C1C#N)C1=CC=C(C=C1)OC)C (2-amino-3-cyano-4-(4-methoxyphenyl)-5-methylpyrrole). Isolated yield 63.1%. RXN SMILES: [OH-].[Na+].[C:3](#[N:7])[CH2:4][C:5]#[N:6].Cl.[CH3:9][O:10][C:11]1[CH:16]=[CH:15][C:14]([C:17](=O)[CH:18]([NH2:20])[CH3:19])=[CH:13][CH:12]=1.C(#N)C(CC#N)O>O.C(O)C>[NH2:6][C:5]1[NH:20][C:18]([CH3:19])=[C:17]([C:14]2[CH:15]=[CH:16][C:11]([O:10][CH3:9])=[CH:12][CH:13]=2)[C:4]=1[C:3]#[N:7] |f:0.1,3.4|. Procedure: To a refluxing solution (150 mL) of ethanol and water (7/3), NaOH (2.2 g, 55 mmol) and malononitrile (2.64 g, 40 mmol) were added. Then 4′-methoxy-2-aminopropiophenone hydrochloride (5.9 g, 27.2 mmol) was added in several portions. After the solution was refluxed for 30 minutes., additional malonitrile (1.3 g, 20 mmol) and NaOH (1.1 g, 27.5 mmol) were added. It was refluxed for additional 30 minutes and then poured into water (100 mL) which resulted in a precipitation. It was then filtered and w... The reactants are C(C)(C)(C)OC(N(C)C1=CC=C(C=C1)N1[C@@H](CCC1=O)C(NC1=NOC(=C1)C(C)(C)C)=O)=O ({4-[(S)-2-(5-tert-butyl-isoxazol-3-ylcarbamoyl)-5-oxo-pyrrolidin-1-yl]-phenyl}-methyl-carbamic acid tert-butyl ester), FC(C(=O)O)(F)F (trifluoroacetic acid). The solvent is ClCCl (dichloromethane). Product: C(C)(C)(C)C1=CC(=NO1)NC(=O)[C@H]1N(C(CC1)=O)C1=CC=C(C=C1)NC ((S)-1-(4-methylamino-phenyl)-5-oxo-pyrrolidine-2-carboxylic acid (5-tert-butyl-isoxazol-3-yl)-amide). Reaction SMILES: C(O[C:6](=O)[N:7]([C:9]1[CH:14]=[CH:13][C:12]([N:15]2[C:19](=[O:20])[CH2:18][CH2:17][C@H:16]2[C:21](=[O:32])[NH:22][C:23]2[CH:27]=[C:26]([C:28]([CH3:31])([CH3:30])[CH3:29])[O:25][N:24]=2)=[CH:11][CH:10]=1)C)(C)(C)C.FC(F)(F)C(O)=O>ClCCl>[C:28]([C:26]1[O:25][N:24]=[C:23]([NH:22][C:21]([C@@H:16]2[CH2:17][CH2:18][C:19](=[O:20])[N:15]2[C:12]2[CH:13]=[CH:14][C:9]([NH:7][CH3:6])=[CH:10][CH:11]=2)=[O:32])[CH:27]=1)([CH3:31])([CH3:29])[CH3:30]. Reported procedure: A solution of {4-[(S)-2-(5-tert-butyl-isoxazol-3-ylcarbamoyl)-5-oxo-pyrrolidin-1-yl]-phenyl}-methyl-carbamic acid tert-butyl ester (550 mg, 1.21 mmol) in dichloromethane (5 mL) is cooled in an ice bath. A pre-cooled trifluoroacetic acid (15 mL) is added and the mixture is kept in ice-bath for 30 minutes. Trifluoroacetic acid is evaporated in vacuo, and the residue is treated with ice and sodium bicarbonate solution. Extracted with ethyl acetate (1×150 mL) and the combined extracts washed with br... The product is CCCCCCCCCCCC(CC(=O)ON1C(=O)CCC1=O)OC(C)=O. Reaction SMILES: [C:25]([CH3:26])(=[O:27])[O:28][C:29](=[O:30])[CH3:31].[OH:1][CH:2]([CH2:3][C:4](=[O:5])[O:6][N:7]1[C:8](=[O:13])[CH2:9][CH2:10][C:11]1=[O:12])[CH2:14][CH2:15][CH2:16][CH2:17][CH2:18][CH2:19][CH2:20][CH2:21][CH2:22][CH2:23][CH3:24].[cH:32]1[cH:33][cH:34][n:35][cH:36][cH:37]1>>[O:1]([CH:2]([CH2:3][C:4](=[O:5])[O:6][N:7]1[C:8](=[O:13])[CH2:9][CH2:10][C:11]1=[O:12])[CH2:14][CH2:15][CH2:16][CH2:17][CH2:18][CH2:19][CH2:20][CH2:21][CH2:22][CH2:23][CH3:24])[C:25]([CH3:26])=[O:27]. Starting materials: CC(=O)OC(C)=O, CCCCCCCCCCCC(O)CC(=O)ON1C(=O)CCC1=O, c1ccncc1.